From a dataset of the Open Reaction Database (ORD), a public repository of structured organic reaction records. describe an organic reaction: reactants, conditions, products, and yield Procedure: 6-chloropicolinic acid (51.2 g, 0.325 mol) in thionyl chloride (90 ml) was stirred and heated to reflux for 2 hours. The excess thionyl chloride was evaporated in vacuo and diethylether (250 ml) added to the residual 6-chloropicolinoyl chloride. A solution of 4-fluoroaniline (37.5 g, 0.338 mol) in diethylether (100 ml) was added with stirring, maintaining the temperature below 20° C. After the addition, the reaction mixture was stirred overnight at ambient temperature. Water was added to the rea... RXN SMILES: [Cl:1][C:2]1[N:7]=[C:6]([C:8]([OH:10])=O)[CH:5]=[CH:4][CH:3]=1.[F:11][C:12]1[CH:18]=[CH:17][C:15]([NH2:16])=[CH:14][CH:13]=1.O>S(Cl)(Cl)=O.C(OCC)C>[F:11][C:12]1[CH:18]=[CH:17][C:15]([NH:16][C:8]([C:6]2[N:7]=[C:2]([Cl:1])[CH:3]=[CH:4][CH:5]=2)=[O:10])=[CH:14][CH:13]=1. The product is FC1=CC=C(C=C1)NC(=O)C1=CC=CC(=N1)Cl (N-(4-fluorophenyl)-2-chloro-6-pyridinecarboxamide). The yield is 81.0%. Run in C(C)OCC (diethylether), S(=O)(Cl)Cl (thionyl chloride). The reactants are FC1=CC=C(N)C=C1 (4-fluoroaniline), ClC1=CC=CC(=N1)C(=O)O (6-chloropicolinic acid), O (Water). Starting materials: ClC=1C(=C(CNC(=O)[C@H]2N([C@@H]3C[C@@H]3C2)C(CN2C=C(C3=CC(=CC=C23)OCC2=CC=CC=C2)C(C)=O)=O)C=CC1)F ((1R,3S,5R)-2-[2-(3-acetyl-5-benzyloxy-indol-1-yl)-acetyl]-2-aza-bicyclo[3.1.0]hexane-3-carboxylic acid 3-chloro-2-fluoro-benzylamide), C(=O)(C(F)(F)F)O (TFA), C1(=CC=CC=C1)SC (thioanisole). Yields the product ClC=1C(=C(CNC(=O)[C@H]2N([C@@H]3C[C@@H]3C2)C(CN2C=C(C3=CC(=CC=C23)O)C(C)=O)=O)C=CC1)F ((1R,3S,5R)-2-[2-(3-Acetyl-5-hydroxy-indol-1-yl)-acetyl]-2-aza-bicyclo[3.1.0]hexane-3-carboxylic acid 3-chloro-2-fluoro-benzylamide). As a reaction SMILES: [Cl:1][C:2]1[C:3]([F:41])=[C:4]([CH:38]=[CH:39][CH:40]=1)[CH2:5][NH:6][C:7]([C@@H:9]1[CH2:14][C@@H:13]2[C@@H:11]([CH2:12]2)[N:10]1[C:15](=[O:37])[CH2:16][N:17]1[C:25]2[C:20](=[CH:21][C:22]([O:26]CC3C=CC=CC=3)=[CH:23][CH:24]=2)[C:19]([C:34](=[O:36])[CH3:35])=[CH:18]1)=[O:8].C(O)(C(F)(F)F)=O.C1(SC)C=CC=CC=1>>[Cl:1][C:2]1[C:3]([F:41])=[C:4]([CH:38]=[CH:39][CH:40]=1)[CH2:5][NH:6][C:7]([C@@H:9]1[CH2:14][C@@H:13]2[C@@H:11]([CH2:12]2)[N:10]1[C:15](=[O:37])[CH2:16][N:17]1[C:25]2[C:20](=[CH:21][C:22]([OH:26])=[CH:23][CH:24]=2)[C:19]([C:34](=[O:36])[CH3:35])=[CH:18]1)=[O:8]. Reported procedure: The title compound was prepared in a similar manner as described above for Example 577 from (1R,3S,5R)-2-[2-(3-acetyl-5-benzyloxy-indol-1-yl)-acetyl]-2-aza-bicyclo[3.1.0]hexane-3-carboxylic acid 3-chloro-2-fluoro-benzylamide (79.0 mg, 0.138 mmol), TFA (3 mL) and thioanisole (0.163 mL, 1.38 mmol). Solid. MS (LC/MS): 484 [M+H]+; tR (HPLC, conditions k): 3.18 min. The reactants are CN(C)C (trimethylamine), C(C)C1=C(C(=CC(=C1)C)CC)C=1C(C2CC(CC2C1O)C(OC)OC)=O (2-(2,6-diethyl-4-methylphenyl)-5-(dimethoxymethyl)-3-hydroxy-4,5,6,6a-tetrahydropentalen-1(3aH)-one), ClC(=O)OCC (ethyl chloroformate). Run in ClCCl (dichloromethane), ClCCl (dichloromethane). Reaction conditions: time 1 hour. Product: C(OC1=C(C(C2CC(CC12)C(OC)OC)=O)C1=C(C=C(C=C1CC)C)CC)(OCC)=O (2-(2,6-Diethyl-4-methylphenyl)-5-(dimethoxymethyl)-3-oxo-3,3a,4,5,6,6a-hexahydropentalen-1-yl ethyl carbonate). RXN SMILES: CN(C)C.[CH2:5]([C:7]1[CH:12]=[C:11]([CH3:13])[CH:10]=[C:9]([CH2:14][CH3:15])[C:8]=1[C:16]1[C:17](=[O:30])[CH:18]2[CH:22]([C:23]=1[OH:24])[CH2:21][CH:20]([CH:25]([O:28][CH3:29])[O:26][CH3:27])[CH2:19]2)[CH3:6].Cl[C:32]([O:34][CH2:35][CH3:36])=[O:33]>ClCCl>[C:32](=[O:33])([O:34][CH2:35][CH3:36])[O:30][C:17]1[CH:18]2[CH:22]([CH2:21][CH:20]([CH:25]([O:26][CH3:27])[O:28][CH3:29])[CH2:19]2)[C:23](=[O:24])[C:16]=1[C:8]1[C:9]([CH2:14][CH3:15])=[CH:10][C:11]([CH3:13])=[CH:12][C:7]=1[CH2:5][CH3:6]. Procedure: At room temperature, 80 mg (0.80 mmol) of trimethylamine are added dropwise to 0.090 g (0.25 mmol) of 2-(2,6-diethyl-4-methylphenyl)-5-(dimethoxymethyl)-3-hydroxy-4,5,6,6a-tetrahydropentalen-1(3aH)-one (compound I-a-9 according to the invention) and 30 mg (0.28 mmol) of ethyl chloroformate in 15 ml of dichloromethane, and the mixture is stirred for another 1 h. The mixture is poured onto ice-water, taken up in dichloromethane, washed with water, dried (magnesium sulphate), and the solvent is dis... Starting materials: diazonium salt, NC=1C=C(C(=O)O)C=C(C1)C(=O)OC (3-Amino-5-(methoxycarbonyl)benzoic acid), Br (HBr), aqueous solution, N(=O)[O-].[Na+] (NaNO2), diazonium salt, Br (HBr). Run in CuBr. Reaction conditions: temperature 0 celsius. Yields the product BrC=1C=C(C(=O)O)C=C(C1)C(=O)OC (3-bromo-5-(methoxycarbonyl)benzoic acid). The yield is 68.0%. RXN SMILES: N[C:2]1[CH:3]=[C:4]([CH:8]=[C:9]([C:11]([O:13][CH3:14])=[O:12])[CH:10]=1)[C:5]([OH:7])=[O:6].N([O-])=O.[Na+].[BrH:19]>>[Br:19][C:2]1[CH:3]=[C:4]([CH:8]=[C:9]([C:11]([O:13][CH3:14])=[O:12])[CH:10]=1)[C:5]([OH:7])=[O:6] |f:1.2|. Procedure: 3-Amino-5-(methoxycarbonyl)benzoic acid (1.0 g, 5.12 mmol, 1 eq.) was dissolved in 15% HBr (22.5 mL) at RT, then cooled to 0° C. with stirring. A 2.5 M aqueous solution of NaNO2 (2.3 mL, 5.64 mmol, 1.1 eq.) was added slowly via an addition funnel to generate the diazonium salt. In a separate flask, CuBr was partially dissolved in 15% HBr (9 mL) and cooled to 0° C. with stirring, to which the diazonium salt solution was subsequently added. A slight exotherm was observed. The reaction was stirred ... The reactants are C(C)C(CC)N1CCC=2C(=NC=3C(=NC=CC3C21)C2=C(C=C(C=C2C)C)C)C (1-(1-ethylpropyl)-6-mesityl-4-methyl-2,3-dihydro-1H-pyrrolo[3,2-c][1,7]naphthyridine). The reagents and catalysts are [O-2].[O-2].[Mn+4] (manganese dioxide). RXN SMILES: [CH2:1]([CH:3]([N:6]1[C:18]2[C:17]3[CH:16]=[CH:15][N:14]=[C:13]([C:19]4[C:24]([CH3:25])=[CH:23][C:22]([CH3:26])=[CH:21][C:20]=4[CH3:27])[C:12]=3[N:11]=[C:10]([CH3:28])[C:9]=2[CH2:8][CH2:7]1)[CH2:4][CH3:5])[CH3:2]>C1(C)C=CC=CC=1.C(Cl)Cl.[O-2].[O-2].[Mn+4]>[CH2:1]([CH:3]([N:6]1[C:18]2[C:17]3[CH:16]=[CH:15][N:14]=[C:13]([C:19]4[C:24]([CH3:25])=[CH:23][C:22]([CH3:26])=[CH:21][C:20]=4[CH3:27])[C:12]=3[N:11]=[C:10]([CH3:28])[C:9]=2[CH:8]=[CH:7]1)[CH2:4][CH3:5])[CH3:2] |f:3.4.5|. Product: C(C)C(CC)N1C=CC=2C(=NC=3C(=NC=CC3C21)C2=C(C=C(C=C2C)C)C)C (1-(1-Ethylpropyl)-6-mesityl-4-methyl-1H-pyrrolo[3,2-c][1,7]naphthyridine). Yield: 59.2%. Run in C1(=CC=CC=C1)C (toluene), C(Cl)Cl (methylene chloride). Procedure: An activated manganese dioxide (108 mg, 1.25 mmol) was added to a solution of 1-(1-ethylpropyl)-6-mesityl-4-methyl-2,3-dihydro-1H-pyrrolo[3,2-c][1,7]naphthyridine (93 mg, 0.25 mmol) in toluene (9.0 mL) and methylene chloride (3.0 mL) and the mixture was heated under reflux for three days. After filtering through Celite, the mixture was evaporated. The residue was purified by silica gel column chromatography (10% ethyl acetate/hexane), to give the title compound (55 mg) as pale brown crystals. Reaction SMILES: [F:1][C:2]1[CH:11]=[C:10]([N:12]=[C:13]=[S:14])[C:9]([CH3:15])=[C:8]2[C:3]=1[CH:4]=[CH:5][CH:6]=[N:7]2.[CH2:16]([NH2:19])[CH2:17][NH2:18]>C1(C)C=CC=CC=1>[F:1][C:2]1[CH:11]=[C:10]([NH:12][C:13]([NH:18][CH2:17][CH2:16][NH2:19])=[S:14])[C:9]([CH3:15])=[C:8]2[C:3]=1[CH:4]=[CH:5][CH:6]=[N:7]2. The reactants are FC1=C2C=CC=NC2=C(C(=C1)N=C=S)C (5-fluoro-8-methyl-7-quinolinylisothiocyanate), C(CN)N (1,2-ethylenediamine). Reported procedure: N-(5-Fluoro-8-methyl-7-quinolinyl/-N'-2-aminoethylthiourea. A solution of 5-fluoro-8-methyl-7-quinolinylisothiocyanate (0.38 g) in toluene (40 mL) is added dropwise to a solution of 1,2-ethylenediamine (0.78 g) in toluene (40 mL). A white precipitate is observed after the reaction stirs for 10 minutes at room temperature. The precipitate is filtered and dried in vacuo to afford N-(5-fluoro-8-methyl-7-quinolinyl)-N'-2-aminoethylthiourea as a white solid. Run in C1(=CC=CC=C1)C (toluene), C1(=CC=CC=C1)C (toluene). Product: FC1=C2C=CC=NC2=C(C(=C1)NC(=S)NCCN)C (N-(5-fluoro-8-methyl-7-quinolinyl)-N'-2-aminoethylthiourea). Run at time 10 minute.